Dataset: the Open Reaction Database (ORD), a public repository of structured organic reaction records. Task: describe an organic reaction: reactants, conditions, products, and yield Reaction SMILES: [CH2:10]([Li:11])[CH2:12][CH2:13][CH3:14].[CH2:37]1[O:38][CH2:39][CH2:40][CH2:41]1.[CH3:15][CH2:16][CH2:17][CH2:18][CH2:19][CH3:20].[CH3:21][N:22]([C:23]1([c:30]2[cH:31][cH:32][cH:33][cH:34][cH:35]2)[CH2:24][CH2:25][C:26](=[O:29])[CH2:27][CH2:28]1)[CH3:36].[cH:1]1[cH:2][cH:3][c:4]2[s:5][cH:6][n:7][c:8]2[cH:9]1>>[cH:1]1[cH:2][cH:3][c:4]2[s:5][c:6]([C:26]3([OH:29])[CH2:25][CH2:24][C:23]([N:22]([CH3:21])[CH3:36])([c:30]4[cH:31][cH:32][cH:33][cH:34][cH:35]4)[CH2:28][CH2:27]3)[n:7][c:8]2[cH:9]1. The product is CN(C)C1(c2ccccc2)CCC(O)(c2nc3ccccc3s2)CC1. Starting materials: [Li]CCCC, C1CCOC1, CCCCCC, CN(C)C1(c2ccccc2)CCC(=O)CC1, c1ccc2scnc2c1. Starting materials: CC(=O)O[BH-](OC(C)=O)OC(C)=O, CC(=O)O, O=C(Nc1ccc(Cl)c(-c2ccccn2)c1)c1ccc(CN2CCNCC2=O)cc1, Cl, [Na+], CN(C)C=O. As a reaction SMILES: [C:32]([O:33][BH-:34]([O:35][C:36](=[O:37])[CH3:38])[O:39][C:40](=[O:41])[CH3:42])(=[O:43])[CH3:44].[C:46]([OH:47])(=[O:48])[CH3:49].[Cl:2][c:3]1[c:4](-[c:26]2[n:27][cH:28][cH:29][cH:30][cH:31]2)[cH:5][c:6]([NH:9][C:10]([c:11]2[cH:12][cH:13][c:14]([CH2:17][N:18]3[C:19](=[O:24])[CH2:20][NH:21][CH2:22][CH2:23]3)[cH:15][cH:16]2)=[O:25])[cH:7][cH:8]1.[ClH:1].[Na+:45].[O:50]=[CH:51][N:52]([CH3:53])[CH3:54]>>[Cl:2][c:3]1[c:4](-[c:26]2[n:27][cH:28][cH:29][cH:30][cH:31]2)[cH:5][c:6]([NH:9][C:10]([c:11]2[cH:12][cH:13][c:14]([CH2:17][N:18]3[C:19](=[O:24])[CH2:20][N:21]([CH3:32])[CH2:22][CH2:23]3)[cH:15][cH:16]2)=[O:25])[cH:7][cH:8]1. The product is CN1CCN(Cc2ccc(C(=O)Nc3ccc(Cl)c(-c4ccccn4)c3)cc2)C(=O)C1. The reactants are FC(C1=CC=C2CCNC(C2=C1)=O)(F)F (7-(trifluoromethyl)-3,4-dihydroisoquinolin-1(2H)-one), BrC=1C=NC=CC1CN1CCCC1 (3-bromo-4-(pyrrolidin-1-ylmethyl)pyridine), 2-diamine, P(=O)([O-])([O-])[O-].[K+].[K+].[K+] (potassium phosphate). Reagents/catalysts: [Cu](I)I (copper iodide). The solvent is O1CCOCC1 (1,4-dioxane). Product: N1(CCCC1)CC1=C(C=NC=C1)N1C(C2=CC(=CC=C2CC1)C(F)(F)F)=O (2-(4-(Pyrrolidin-1-ylmethyl)pyridin-3-yl)-7-(trifluoromethyl)-3,4-dihydroisoquinolin-1(2H)-one). Isolated yield 4.0%. RXN SMILES: [F:1][C:2]([F:15])([F:14])[C:3]1[CH:12]=[C:11]2[C:6]([CH2:7][CH2:8][NH:9][C:10]2=[O:13])=[CH:5][CH:4]=1.Br[C:17]1[CH:18]=[N:19][CH:20]=[CH:21][C:22]=1[CH2:23][N:24]1[CH2:28][CH2:27][CH2:26][CH2:25]1.P([O-])([O-])([O-])=O.[K+].[K+].[K+]>[Cu](I)I.O1CCOCC1>[N:24]1([CH2:23][C:22]2[CH:17]=[CH:18][N:19]=[CH:20][C:21]=2[N:9]2[CH2:8][CH2:7][C:6]3[C:11](=[CH:12][C:3]([C:2]([F:1])([F:14])[F:15])=[CH:4][CH:5]=3)[C:10]2=[O:13])[CH2:25][CH2:26][CH2:27][CH2:28]1 |f:2.3.4.5|. Reported procedure: Using analogous conditions as described for the preparation of Example 1A above, 7-(trifluoromethyl)-3,4-dihydroisoquinolin-1(2H)-one (I-4-d: 100 mg, 0.465 mmol) was reacted with 3-bromo-4-(pyrrolidin-1-ylmethyl)pyridine (I-52a: 140 mg, 0.558 mmol), 1,4-dioxane (10 mL), copper iodide (8.8 mg, 0.0465 mmol), trans-N,N′-dimethyl-cyclohexyl-1, 2-diamine (19.8 mg, 0.139 mmol) and potassium phosphate (295 mg, 1.395 mmol) to afford the crude product. Purification by column chromatography on silica gel ... The reactants are Cl.C(C)N(CCOC1=CC=C(C(=O)C=2C3=C(SC2C2=CC=C(C=C2)OS(=O)(=O)C)C=C(C=C3)OS(=O)(=O)C)C=C1)CC (3-[4-(2-diethylaminoethoxy)benzoyl]-6-methanesulfonyloxy-2-(4-methanesulfonyloxyphenyl)benzo[b]thiophene, hydrochloride), O1CCCC1 (tetrahydrofuran), [OH-].[Na+] (sodium hydroxide). The solvent is CO (methanol). Yields the product C(C)N(CCOC1=CC=C(C(=O)C=2C3=C(SC2C2=CC=C(C=C2)O)C=C(C=C3)O)C=C1)CC (3-[4-(2-diethylaminoethoxy)benzoyl]-6-hydroxy-2-(4-hydroxyphenyl)benzo[b]thiophene). RXN SMILES: Cl.[CH2:2]([N:4]([CH2:41][CH3:42])[CH2:5][CH2:6][O:7][C:8]1[CH:40]=[CH:39][C:11]([C:12]([C:14]2[C:15]3[CH:33]=[CH:32][C:31]([O:34]S(C)(=O)=O)=[CH:30][C:16]=3[S:17][C:18]=2[C:19]2[CH:24]=[CH:23][C:22]([O:25]S(C)(=O)=O)=[CH:21][CH:20]=2)=[O:13])=[CH:10][CH:9]=1)[CH3:3].O1CCCC1.[OH-].[Na+]>CO>[CH2:41]([N:4]([CH2:2][CH3:3])[CH2:5][CH2:6][O:7][C:8]1[CH:40]=[CH:39][C:11]([C:12]([C:14]2[C:15]3[CH:33]=[CH:32][C:31]([OH:34])=[CH:30][C:16]=3[S:17][C:18]=2[C:19]2[CH:24]=[CH:23][C:22]([OH:25])=[CH:21][CH:20]=2)=[O:13])=[CH:10][CH:9]=1)[CH3:42] |f:0.1,3.4|. Procedure details: A 4 g. portion of the product of Example 6 above was added to 100 ml. of tetrahydrofuran, 40 ml. of methanol and 10 ml. of 5 N sodium hydroxide, and the mixture was stirred at ambient temperature for 24 hours. The volatile portions were then evaporated under vacuum, and the product was worked up as described above in Example 19. The yellow solid obtained was dried, and was purified by chromatography as described above in Example 20. The process gave 2.0 g. of a yellow foam, which was identified ... The reactants are C(CCCCCCCCCCC)N=C=O (Dodecylisocyanate), NCC(=O)O (Glycine), C(C)(C)N(CC)C(C)C (diisopropylethylamine), CN(C)C=O (DMF). The solvent is O1CCCC1 (tetrahydrofuran), O (Water), O (water). Conditions: time 1 hour. Yields the product C(CCCCCCCCCCC)(=O)NNCC(=O)O (N-Dodecamidoglycine). Reaction SMILES: [NH2:1][CH2:2][C:3]([OH:5])=[O:4].C(N(C(C)C)CC)(C)C.[CH2:15]([N:27]=C=O)[CH2:16][CH2:17][CH2:18][CH2:19][CH2:20][CH2:21][CH2:22][CH2:23][CH2:24][CH2:25][CH3:26].CN(C=[O:34])C>O.O1CCCC1>[C:15]([NH:27][NH:1][CH2:2][C:3]([OH:5])=[O:4])(=[O:34])[CH2:16][CH2:17][CH2:18][CH2:19][CH2:20][CH2:21][CH2:22][CH2:23][CH2:24][CH2:25][CH3:26]. Reported procedure: Glycine (0.40 g, 5.25 mmol) and 0.91 mL of diisopropylethylamine (5.25 mmol) were dissolved in 4 mL DMF and 6 mL water. Dodecylisocyanate (0.72 mL, 3.0 mmol) in 7 mL tetrahydrofuran was added and the mixture was stirred for 1 h at room temperature. Water (40 mL) was added and the resulting mixture was washed with ethyl acetate twice. The aqueous layer was acidified with 6N HCl, the resulting precipitate was filtered, and then dried to provide 575 mg of the title compound. The reactants are FC=1C=C(C=C(C1NS(=O)(=O)C)F)C(C)NC(=O)C=1N=C(OC1)Cl (2-Chloro-oxazole-4-carboxylic acid [1-(3,5-difluoro-4-methanesulfonylamino-phenyl)-ethyl]-amide), C(#C)C=1C=C(C=CC1)O (3-ethynyl-phenol). Product: FC=1C=C(C=C(C1NS(=O)(=O)C)F)C(C)NC(=O)C=1N=C(OC1)OC1=CC(=CC=C1)C#C (2-(3-Ethynyl-phenoxy)-oxazole-4-carboxylic acid [1-(3,5-difluoro-4-methanesulfonylamino-phenyl)-ethyl]-amide). Isolated yield 91.7%. As a reaction SMILES: [F:1][C:2]1[CH:3]=[C:4]([CH:14]([NH:16][C:17]([C:19]2[N:20]=[C:21](Cl)[O:22][CH:23]=2)=[O:18])[CH3:15])[CH:5]=[C:6]([F:13])[C:7]=1[NH:8][S:9]([CH3:12])(=[O:11])=[O:10].[C:25]([C:27]1[CH:28]=[C:29]([OH:33])[CH:30]=[CH:31][CH:32]=1)#[CH:26]>>[F:1][C:2]1[CH:3]=[C:4]([CH:14]([NH:16][C:17]([C:19]2[N:20]=[C:21]([O:33][C:29]3[CH:30]=[CH:31][CH:32]=[C:27]([C:25]#[CH:26])[CH:28]=3)[O:22][CH:23]=2)=[O:18])[CH3:15])[CH:5]=[C:6]([F:13])[C:7]=1[NH:8][S:9]([CH3:12])(=[O:11])=[O:10]. Reported procedure: 2-Chloro-oxazole-4-carboxylic acid [1-(3,5-difluoro-4-methanesulfonylamino-phenyl)-ethyl]-amide (50 mg, 0.13 mmol) was reacted with 3-ethynyl-phenol (31 mg, 0.26 mmol) to give the title compound (55 mg, 91%) after purification by column chromatography (gradient 12% to 100% EtOAc in n-hexane). The reactants are O=C(Nc1cccc(-c2nn3ccccc3c2-c2ccnc(Nc3cccc(-c4cnco4)c3)n2)c1)C(F)(F)F, [Li+], [OH-], O. Product: Nc1cccc(-c2nn3ccccc3c2-c2ccnc(Nc3cccc(-c4cnco4)c3)n2)c1. Reaction SMILES: [F:1][C:2]([F:3])([F:4])[C:39]([NH:5][c:6]1[cH:7][c:8](-[c:12]2[n:13][n:14]3[c:15]([cH:16][cH:17][cH:18][cH:19]3)[c:20]2-[c:21]2[n:22][c:23]([NH:27][c:28]3[cH:29][c:30](-[c:34]4[cH:35][n:36][cH:37][o:38]4)[cH:31][cH:32][cH:33]3)[n:24][cH:25][cH:26]2)[cH:9][cH:10][cH:11]1)=[O:40].[Li+:42].[OH-:41].[OH2:43]>>[NH2:5][c:6]1[cH:7][c:8](-[c:12]2[n:13][n:14]3[c:15]([cH:16][cH:17][cH:18][cH:19]3)[c:20]2-[c:21]2[n:22][c:23]([NH:27][c:28]3[cH:29][c:30](-[c:34]4[cH:35][n:36][cH:37][o:38]4)[cH:31][cH:32][cH:33]3)[n:24][cH:25][cH:26]2)[cH:9][cH:10][cH:11]1. The product is C(C)(=O)O.NCC1=CC=C(C=C1)C=1C=NN2C1N=C(C=C2)NCCCC ([3-(4-Aminomethyl-phenyl)-pyrazolo[1,5-a]pyrimidin-5-yl]-butyl-amine monoacetate salt). Reactants: BrC=1C=NN2C1N=C(C=C2)NCCCC ((3-bromo-pyrazolo[1,5-a]pyrimidin-5-yl)-butyl-amine), Cl.NCC1=CC=C(C=C1)B(O)O (4-aminomethylphenylboronic acid, hydrochloride), O.[O-]P(=O)([O-])[O-].[K+].[K+].[K+] (potassium phosphate tribasic monohydrate), ClCCl (dichloromethane), N#N (N2), N#N (N2). Reaction SMILES: Br[C:2]1[CH:3]=[N:4][N:5]2[CH:10]=[CH:9][C:8]([NH:11][CH2:12][CH2:13][CH2:14][CH3:15])=[N:7][C:6]=12.Cl.[NH2:17][CH2:18][C:19]1[CH:24]=[CH:23][C:22](B(O)[OH:26])=[CH:21][CH:20]=1.[OH2:28].[O-]P([O-])([O-])=O.[K+].[K+].[K+].ClCCl.N#N>COCCOC.C1C=CC(P(C2C=CC=CC=2)[C-]2C=CC=C2)=CC=1.C1C=CC(P(C2C=CC=CC=2)[C-]2C=CC=C2)=CC=1.Cl[Pd]Cl.[Fe+2].O>[C:14]([OH:26])(=[O:28])[CH3:15].[NH2:17][CH2:18][C:19]1[CH:24]=[CH:23][C:22]([C:2]2[CH:3]=[N:4][N:5]3[CH:10]=[CH:9][C:8]([NH:11][CH2:12][CH2:13][CH2:14][CH3:15])=[N:7][C:6]=23)=[CH:21][CH:20]=1 |f:1.2,3.4.5.6.7,11.12.13.14,16.17|. The reagents and catalysts are C1=CC=C(C=C1)P([C-]2C=CC=C2)C3=CC=CC=C3.C1=CC=C(C=C1)P([C-]2C=CC=C2)C3=CC=CC=C3.Cl[Pd]Cl.[Fe+2] ([1,1′-bis(diphenylphosphino) ferrocene]dichloropalladium(II)). The solvent is COCCOC (1,2-dimethoxyethane), O (water). Run at temperature 85 celsius. Procedure details: To a mixture of (3-bromo-pyrazolo[1,5-a]pyrimidin-5-yl)-butyl-amine (350.3 mg, 1.3 mmol), 4-aminomethylphenylboronic acid, hydrochloride [75705-21-4] (337.1 mg, 1.8 mmol), potassium phosphate tribasic monohydrate [27176-10-9] (601.6 mg, 2.6 mmol), and [1,1′-bis(diphenylphosphino) ferrocene]dichloropalladium(II), complex with dichloromethane [95464-05-4] (117.2 mg, 0.1 mmol) contained in a 50 mL round bottomed flask was added a solution of 30% (v/v) water in 1,2-dimethoxyethane (25 mL) and a magn... Yield: 31.1%. Starting materials: CCOC(=O)CCCCCOc1ccc(C2OC3C(CO)OC(n4ccc(=O)[nH]c4=O)C3O2)cc1, CO, Cl, [Na+], [OH-], O. The product is O=C(O)CCCCCOc1ccc(C2OC3C(CO)OC(n4ccc(=O)[nH]c4=O)C3O2)cc1. As a reaction SMILES: [CH2:3]([CH3:4])[O:5][C:6]([CH2:7][CH2:8][CH2:9][CH2:10][CH2:11][O:12][c:13]1[cH:14][cH:15][c:16]([CH:19]2[O:20][CH:21]3[CH:22]([O:23]2)[CH:24]([CH2:35][OH:36])[O:25][CH:26]3[n:27]2[c:28](=[O:34])[nH:29][c:30](=[O:33])[cH:31][cH:32]2)[cH:17][cH:18]1)=[O:37].[CH3:40][OH:41].[ClH:38].[Na+:2].[OH-:1].[OH2:39]>>[O:5]=[C:6]([CH2:7][CH2:8][CH2:9][CH2:10][CH2:11][O:12][c:13]1[cH:14][cH:15][c:16]([CH:19]2[O:20][CH:21]3[CH:22]([O:23]2)[CH:24]([CH2:35][OH:36])[O:25][CH:26]3[n:27]2[c:28](=[O:34])[nH:29][c:30](=[O:33])[cH:31][cH:32]2)[cH:17][cH:18]1)[OH:37]. Starting materials: N1(CCCCC1)C1=C(C=CC=C1)C(C)C(C1=CC=C(CO)C=C1)C(=O)N (4-[(1-(2-piperidinophenyl)-ethyl)-aminocarbonylmethyl]-benzyl alcohol). The reagents and catalysts are [O-2].[O-2].[Mn+4] (manganese dioxide). The solvent is CC(=O)C (acetone). The product is N1(CCCCC1)C1=C(C=CC=C1)C(C)C(C1=CC=C(C=O)C=C1)C(=O)N (4-[(1-(2-Piperidino-phenyl)-1-ethyl)-aminocarbonylmethyl]-benzaldehyde). As a reaction SMILES: [N:1]1([C:7]2[CH:12]=[CH:11][CH:10]=[CH:9][C:8]=2[CH:13]([CH:15]([C:24]([NH2:26])=[O:25])[C:16]2[CH:23]=[CH:22][C:19]([CH2:20][OH:21])=[CH:18][CH:17]=2)[CH3:14])[CH2:6][CH2:5][CH2:4][CH2:3][CH2:2]1>CC(C)=O.[O-2].[O-2].[Mn+4]>[N:1]1([C:7]2[CH:12]=[CH:11][CH:10]=[CH:9][C:8]=2[CH:13]([CH:15]([C:24]([NH2:26])=[O:25])[C:16]2[CH:17]=[CH:18][C:19]([CH:20]=[O:21])=[CH:22][CH:23]=2)[CH3:14])[CH2:2][CH2:3][CH2:4][CH2:5][CH2:6]1 |f:2.3.4|. Procedure: The above compound was prepared from 4-[(1-(2-piperidinophenyl)-ethyl)-aminocarbonylmethyl]-benzyl alcohol by oxidation with active manganese dioxide in absolute acetone and subsequent purification by column chromatography on silica gel (chloroform/acetone=20:1).